This data is from the Open Reaction Database (ORD), a public repository of structured organic reaction records. The task is: describe an organic reaction: reactants, conditions, products, and yield The reactants are CC(N)CN, Cc1ccc(S(=O)(=O)Cl)cc1, ClCCl. Yields the product Cc1ccc(S(=O)(=O)NCC(C)N)cc1. RXN SMILES: [CH2:1]([CH:2]([CH3:3])[NH2:4])[NH2:5].[CH3:6][c:7]1[cH:8][cH:9][c:10]([S:13](=[O:14])(=[O:15])[Cl:16])[cH:11][cH:12]1.[Cl:17][CH2:18][Cl:19]>>[CH2:1]([CH:2]([CH3:3])[NH2:4])[NH:5][S:13]([c:10]1[cH:9][cH:8][c:7]([CH3:6])[cH:12][cH:11]1)(=[O:14])=[O:15].